From a dataset of the Open Reaction Database (ORD), a public repository of structured organic reaction records. describe an organic reaction: reactants, conditions, products, and yield The reactants are BrC1=CC(=C(C=C1)C=1N(C=C(N1)C(=O)OCC)CCO)F (Ethyl 2-(4-bromo-2-fluorophenyl)-1-(2-hydroxyethyl)-1H-imidazole-4-carboxylate), [OH-].[K+] (potassium hydroxide), Cl.C[N+](CCCC)(CCCC)CCCC (methyl tributylammonium hydrochloride). The product is BrC1=CC2=C(C=3N(CCO2)C=C(N3)C(=O)O)C=C1 (9-bromo-5,6-dihydrobenzo[f]imidazo[1,2-d][1,4]oxazepine-2-carboxylic acid). Reaction SMILES: [Br:1][C:2]1[CH:7]=[CH:6][C:5]([C:8]2[N:9]([CH2:18][CH2:19][OH:20])[CH:10]=[C:11]([C:13]([O:15]CC)=[O:14])[N:12]=2)=[C:4](F)[CH:3]=1.[OH-].[K+].Cl.C[N+](CCCC)(CCCC)CCCC>>[Br:1][C:2]1[CH:7]=[CH:6][C:5]2[C:8]3[N:9]([CH:10]=[C:11]([C:13]([OH:15])=[O:14])[N:12]=3)[CH2:18][CH2:19][O:20][C:4]=2[CH:3]=1 |f:1.2,3.4|. Procedure details: Ethyl 2-(4-bromo-2-fluorophenyl)-1-(2-hydroxyethyl)-1H-imidazole-4-carboxylate 27, potassium hydroxide and methyl tributylammonium hydrochloride were reacted at 65° C., cooled, and concentrated. The mixture was dissolved in ethanol and water to crystallize 28. Reactants: ClCl (chlorine), C23H25ClN4O3, CC=1C=C(C(=O)O)C=CC1C(=O)N1CCCC1 (3-methyl-4-(pyrrolidin-1-ylcarbonyl)benzoic acid), CN(C)C(=[N+](C)C)ON1C2=C(C=CC=C2)N=N1.[B-](F)(F)(F)F (TBTU), C(C)(C)N(CC)C(C)C (diisopropylethylamine), ClC1=CC2=C(NC(=N2)[C@H](CCO)N)C=C1 ((S)-1-(5-chloro-1H-benzimidazol-2-yl)-3hydroxypropylamine). The solvent is ClCCl.C(C)O (dichloromethane ethanol), O1CCCC1 (tetrahydrofuran). Yields the product ClC1=CC2=C(NC(=N2)[C@H](CCO)NC(C2=CC(=C(C=C2)C(=O)N2CCCC2)C)=O)C=C1 (N-[(1S)-1-(5-chloro-1H-benzimidazol-2-yl)-3-hydroxypropyl]-3-methyl-4-(pyrrolidin-1-ylcarbonyl)benzamide). The yield is 65.0%. As a reaction SMILES: [CH3:1][C:2]1[CH:3]=[C:4]([CH:8]=[CH:9][C:10]=1[C:11]([N:13]1[CH2:17][CH2:16][CH2:15][CH2:14]1)=[O:12])[C:5]([OH:7])=O.CN(C(ON1N=NC2C=CC=CC1=2)=[N+](C)C)C.[B-](F)(F)(F)F.C(N(C(C)C)CC)(C)C.[Cl:49][C:50]1[CH:63]=[CH:62][C:53]2[NH:54][C:55]([C@@H:57]([NH2:61])[CH2:58][CH2:59][OH:60])=[N:56][C:52]=2[CH:51]=1.ClCl>O1CCCC1.ClCCl.C(O)C>[Cl:49][C:50]1[CH:63]=[CH:62][C:53]2[NH:54][C:55]([C@@H:57]([NH:61][C:5](=[O:7])[C:4]3[CH:8]=[CH:9][C:10]([C:11]([N:13]4[CH2:17][CH2:16][CH2:15][CH2:14]4)=[O:12])=[C:2]([CH3:1])[CH:3]=3)[CH2:58][CH2:59][OH:60])=[N:56][C:52]=2[CH:51]=1 |f:1.2,7.8|. Reported procedure: Prepared analogously to Example 1g from 3-methyl-4-(pyrrolidin-1-ylcarbonyl)benzoic acid, TBTU, diisopropylethylamine, and (S)-1-(5-chloro-1H-benzimidazol-2-yl)-3hydroxypropylamine in tetrahydrofuran. Yield: 65%; Rf value: 0.43 (silica gel; dichloromethane/ethanol=9:1); C23H25ClN4O3 (440.93); mass spectrum: (M+H)+=441/443 (chlorine isotope).